From a dataset of the Open Reaction Database (ORD), a public repository of structured organic reaction records. describe an organic reaction: reactants, conditions, products, and yield Reactants: C(C1=CC=CC=C1)(=O)C1=C(C2=C(S1)C=CC=C2)O (2-benzoyl-benzo[b]thiophen-3-ol), CNC(=O)NC (N,N'-dimethylurea). Solvent: C(C)(=O)OCC (ethyl acetate). The product is CN\C(=C\1/C(C2=C(S1)C=CC=C2)=O)\C2=CC=CC=C2 ((E)-2-[(Methylamino)phenylmethylene]-benzo[b]thiophen-3(2H)-one). Yield: 66.0%. RXN SMILES: [C:1]([C:9]1[S:13][C:12]2[CH:14]=[CH:15][CH:16]=[CH:17][C:11]=2[C:10]=1[OH:18])(=O)[C:2]1[CH:7]=[CH:6][CH:5]=[CH:4][CH:3]=1.[CH3:19][NH:20]C(NC)=O>C(OCC)(=O)C>[CH3:19][NH:20]/[C:1](/[C:2]1[CH:7]=[CH:6][CH:5]=[CH:4][CH:3]=1)=[C:9]1\[C:10](=[O:18])[C:11]2[CH:17]=[CH:16][CH:15]=[CH:14][C:12]=2[S:13]\1. Reported procedure: Prepared as in Example 31 from 2-benzoyl-benzo[b]thiophen-3-ol, but using N,N'-dimethylurea in place of ammonium acetate, with a yield of 66% of theory, m.p. 156°-157° C. (ethyl acetate). On the basis of its thin-layer chromatogram, mixed melting point, elemental analysis and IR spectrum, the product was identical to that of Example 2. Yields the product O=[N+]([O-])C1=C2N(Cc3ccc(Cl)nc3)CCN2C(=NO)CC1. The reactants are CCO, O=C1CCC([N+](=O)[O-])=C2N(Cc3ccc(Cl)nc3)CCN12, Cl, [K+], NO, [OH-]. As a reaction SMILES: [CH3:27][CH2:28][OH:29].[Cl:1][c:2]1[cH:3][cH:4][c:5]([CH2:8][N:9]2[CH2:10][CH2:11][N:12]3[C:13]2=[C:14]([N+:19](=[O:20])[O-:21])[CH2:15][CH2:16][C:17]3=[O:18])[cH:6][n:7]1.[ClH:22].[K+:26].[NH2:23][OH:24].[OH-:25]>>[Cl:1][c:2]1[cH:3][cH:4][c:5]([CH2:8][N:9]2[CH2:10][CH2:11][N:12]3[C:13]2=[C:14]([N+:19](=[O:20])[O-:21])[CH2:15][CH2:16][C:17]3=[N:23][OH:24])[cH:6][n:7]1. Reactants: [N+](=O)([O-])C1=C(NC)C=CC(=C1)CCCCCCCCCCCC (2-nitro-4-dodecyl-N-methylaniline). The reagents and catalysts are [Pd] (palladium on charcoal). Solvent: C(C)O (ethanol). Yields the product NC1=C(NC)C=CC(=C1)CCCCCCCCCCCC (2-amino-4-dodecyl-N-methylaniline). Yield: 100.0%. Reaction SMILES: [N+:1]([C:4]1[CH:11]=[C:10]([CH2:12][CH2:13][CH2:14][CH2:15][CH2:16][CH2:17][CH2:18][CH2:19][CH2:20][CH2:21][CH2:22][CH3:23])[CH:9]=[CH:8][C:5]=1[NH:6][CH3:7])([O-])=O>C(O)C.[Pd]>[NH2:1][C:4]1[CH:11]=[C:10]([CH2:12][CH2:13][CH2:14][CH2:15][CH2:16][CH2:17][CH2:18][CH2:19][CH2:20][CH2:21][CH2:22][CH3:23])[CH:9]=[CH:8][C:5]=1[NH:6][CH3:7]. Procedure details: A solution of 2-nitro-4-dodecyl-N-methylaniline (32 g) in ethanol (250 ml) was hydrogenated using 5% palladium on charcoal (3 g) as catalyst. The mixture was filtered and the filtrate evaporated to dryness to give 29 g of 2-amino-4-dodecyl-N-methylaniline as a dark grey waxy solid. Starting materials: C(C)(=O)OC1CC[C@H](S1)CO[Si](C1=CC=CC=C1)(C1=CC=CC=C1)C(C)(C)C (1-O-acetyl-5-O-(tert-butyldiphenylsilyl)-2,3-dideoxy-4-thioribofuranose), C(C)(=O)O (acetic acid), n-tetrabutylammonium fluoride, P(=O)(O)(O)[O-].[K+] (potassium dihydrogen phosphate), C(C)(=O)OCC (ethyl acetate), C(C)(=O)O (acetic acid), n-tetrabutylammonium fluoride. The solvent is O1CCCC1 (tetrahydrofuran). Reaction conditions: time 5 hour. The product is C(C)(=O)OC1CC[C@@H](S1)CO ((2R)-5-(Acetyloxy)tetrahydro-2-thiophenemethanol). Isolated yield 71.5%. As a reaction SMILES: [C:1]([O:4][CH:5]1[S:9][C@H:8]([CH2:10][O:11][Si](C(C)(C)C)(C2C=CC=CC=2)C2C=CC=CC=2)[CH2:7][CH2:6]1)(=[O:3])[CH3:2].C(O)(=O)C.P([O-])(O)(O)=O.[K+].C(OCC)(=O)C>O1CCCC1>[C:1]([O:4][CH:5]1[S:9][C@@H:8]([CH2:10][OH:11])[CH2:7][CH2:6]1)(=[O:3])[CH3:2] |f:2.3|. Reported procedure: To a mixture of 0.54 g of 1-O-acetyl-5-O-(tert-butyldiphenylsilyl)-2,3-dideoxy-4-thioribofuranose (prepared by the procedure of J. A. Secrist et al., J. Meal. Chem.,1992, 35, 533) in 8 ml of tetrahydrofuran and 0.6 g of acetic acid is added 4 mmol of 1M n-tetrabutylammonium fluoride solution. The reaction is stirred for 5 hours and then another portion of 0.10 g of acetic acid and I mmol of n-tetrabutylammonium fluoride is added and the reaction is stirred for 1 hour. Cold potassium dihydrogen p... The reactants are ClC1=CC=C(OC2=C3C(=CN=C2)SC(=C3)C(=O)NN)C=C1 (4-(4-Chlorophenoxy)thieno[2,3-c]-pyridine-2-carbohydrazide), C(=S)=S (Carbon disulfide), [OH-].[K+] (potassium hydroxide). The solvent is C(C)O (ethanol). Run at temperature 0 celsius, time 1 hour. The product is ClC1=CC=C(OC2=C3C(=CN=C2)SC(=C3)C3=NN=C(O3)S)C=C1 (5-[4-(4-chlorophenoxy)thieno[2,3-c]pyridin-2-yl]-1,3,4-oxadiazole-2-thiol). Isolated yield 94.5%. RXN SMILES: [Cl:1][C:2]1[CH:21]=[CH:20][C:5]([O:6][C:7]2[CH:12]=[N:11][CH:10]=[C:9]3[S:13][C:14]([C:16]([NH:18][NH2:19])=[O:17])=[CH:15][C:8]=23)=[CH:4][CH:3]=1.[C:22](=S)=[S:23].[OH-].[K+]>C(O)C>[Cl:1][C:2]1[CH:21]=[CH:20][C:5]([O:6][C:7]2[CH:12]=[N:11][CH:10]=[C:9]3[S:13][C:14]([C:16]4[O:17][C:22]([SH:23])=[N:19][N:18]=4)=[CH:15][C:8]=23)=[CH:4][CH:3]=1 |f:2.3|. Reported procedure: The compound from Example 156 (100 mg, 0.31 mmol) was suspended in ethanol (2 ml) and cooled to 0° C. Carbon disulfide (0.04 ml, 0.71 mmol) was added follow by potassium hydroxide (20 mg, 0.31 mmol). The reaction was stirred 1 hr and the cold bath removed. After 1 hr at ambient temperature, the reaction was refluxed for 3 hours then concentrated to a solid. The crude solid was triturated with chloroform (1×5 ml) and concentrated. The residue was dissolved in water (15 ml) and acidified with form...